This data is from the Open Reaction Database (ORD), a public repository of structured organic reaction records. The task is: describe an organic reaction: reactants, conditions, products, and yield Starting materials: [H-].[Na+] (Sodium hydride), Cl.NC1C(NC2=CC=CC=C2C1)=O (3-amino-3,4-dihydroquinolin-2(1H)-one hydrochloride), COCCBr (2-bromoethyl methyl ether). The solvent is CCOC(=O)C (EtOAc), CN(C)C=O (DMF). Product: NC1C(N(C2=CC=CC=C2C1)CCOC)=O (3-Amino-1-(2-methoxyethyl)-3,4-dihydroquinolin-2(1H)-one). Isolated yield 77.7%. As a reaction SMILES: [H-].[Na+].Cl.[NH2:4][CH:5]1[CH2:14][C:13]2[C:8](=[CH:9][CH:10]=[CH:11][CH:12]=2)[NH:7][C:6]1=[O:15].[CH3:16][O:17][CH2:18][CH2:19]Br>CN(C=O)C.CCOC(C)=O>[NH2:4][CH:5]1[CH2:14][C:13]2[C:8](=[CH:9][CH:10]=[CH:11][CH:12]=2)[N:7]([CH2:19][CH2:18][O:17][CH3:16])[C:6]1=[O:15] |f:0.1,2.3|. Procedure details: Sodium hydride (60% in oil, 321 mg, 8.03 mmol) was added to 3-amino-3,4-dihydroquinolin-2(1H)-one hydrochloride (J. Med. Chem., 28, 1985; 1511-16; 759 mg, 3.82 mmol) in anhydrous DMF (10 mL) at 0° C. over a period of 5 min. After 1 hour 2-bromoethyl methyl ether (0.40 mL, 4.20 mmol) was added and stirring maintained for 18 hours. The reaction was diluted with EtOAc (100 mL) and washed with sat. aqueous K2CO3 (20 mL). The aqueous was extracted with DCM (3×50 mL) and the combined organics dried (N...